Task: describe an organic reaction: reactants, conditions, products, and yield. Dataset: the Open Reaction Database (ORD), a public repository of structured organic reaction records Starting materials: C(C)(=O)OCCBr (2-Bromoethyl acetate), ClC=1C=CC2=C(CCC=3C(=NC=CC3)C2=C2CCNCC2)C1 (4-{8-chloro-5,6-dihydro-11H-benzo[5,6]cyclohepta[1,2-b]pyridin-11-ylidene}piperidine). Run in C1CCOC1 (THF). Run at time 8 hour. Product: C(C)OC(CN1CCC(CC1)=C1C2=C(CCC=3C1=NC=CC3)C=C(C=C2)Cl)=O (ethyl-(4-{8-chloro-5,6-dihydro-11H-benzo[5,6]cyclohepta[1,2-b]pyridin-11-ylidene)piperidin-1-yl)acetate). The yield is 33.7%. Reaction SMILES: [C:1]([O:4][CH2:5][CH2:6]Br)(=[O:3])[CH3:2].[Cl:8][C:9]1[CH:10]=[CH:11][C:12]2[C:22](=[C:23]3[CH2:28][CH2:27][NH:26][CH2:25][CH2:24]3)[C:17]3=[N:18][CH:19]=[CH:20][CH:21]=[C:16]3[CH2:15][CH2:14][C:13]=2[CH:29]=1>C1COCC1>[CH2:5]([O:4][C:1](=[O:3])[CH2:2][N:26]1[CH2:25][CH2:24][C:23](=[C:22]2[C:17]3=[N:18][CH:19]=[CH:20][CH:21]=[C:16]3[CH2:15][CH2:14][C:13]3[CH:29]=[C:9]([Cl:8])[CH:10]=[CH:11][C:12]2=3)[CH2:28][CH2:27]1)[CH3:6]. Procedure details: 2-Bromoethyl acetate (267 mg, 1.6 mmol) was added dropwise to a stirred solution of 4-{8-chloro-5,6-dihydro-11H-benzo[5,6]cyclohepta[1,2-b]pyridin-11-ylidene}piperidine (500 mg, 1.6 mmol) in THF (12 ml) and the reaction stirred at room temperature overnight. THF was removed under reduced pressure and the residue partitioned between ethylacetate and saturated sodium bicarbonate solution. The organic layer was separated, dried over magnesium sulphate, filtered and solvent removed to leave a white ... The product is BrC=1C=C2C(=C(C(NC2=CC1)=O)N(C1=CC=CC=C1)C(C)C)O (6-Bromo-4-hydroxy-3-(isopropyl(phenyl)amino)quinolin-2(1H)-one). Starting materials: C(C)(C)NC1=CC=CC=C1 (N-isopropylaniline), NC1=CC=CC=C1 (aniline), FC(S(=O)(=O)[O-])(F)F.BrC=1C=C2C(=C(C(NC2=CC1)=O)[I+]C1=CC=CC=C1)O ((6-bromo-4-hydroxy-2-oxo-1,2-dihydroquinolin-3-yl)(phenyl) iodoniumtrifluoromethane sulfonate). Procedure details: The title compound was prepared using N-isopropylaniline at 50° C. in place of aniline at room temperature according to the procedure of Intermediate 11, step c except the crude solid was purified by flash column chromatography (silica gel, 50% EtOAc-Heptane), affording the title compound. Reaction SMILES: [CH:1]([NH:4][C:5]1[CH:10]=[CH:9][CH:8]=[CH:7][CH:6]=1)([CH3:3])[CH3:2].NC1C=CC=CC=1.FC(F)(F)S([O-])(=O)=O.[Br:26][C:27]1[CH:28]=[C:29]2[C:34](=[CH:35][CH:36]=1)[NH:33][C:32](=[O:37])[C:31]([I+]C1C=CC=CC=1)=[C:30]2[OH:45]>>[Br:26][C:27]1[CH:28]=[C:29]2[C:34](=[CH:35][CH:36]=1)[NH:33][C:32](=[O:37])[C:31]([N:4]([CH:1]([CH3:3])[CH3:2])[C:5]1[CH:10]=[CH:9][CH:8]=[CH:7][CH:6]=1)=[C:30]2[OH:45] |f:2.3|. Starting materials: [Si](C)(C)(C)OS(=O)(=O)C(F)(F)F (TMSOTf), C(C)(=O)O[C@H]1C(O[Si](C)(C)C)S[C@@H]([C@H]([C@@H]1OC(C)=O)OC(C)=O)COC(C)=O (2,3,4,6-tetra-O-acetyl-1-O-trimethylsilyl-5-thio-D-glucopyranose), C(C)C1=CC=C(CC2=C(C=CC=C2)C[Si](C)(C)O[Si](C)(C)CC2=C(C=CC=C2)CC2=CC=C(C=C2)CC)C=C1 (2-(4-ethylbenzyl)phenyltrimethylsilyl ether). Solvent: C(Cl)Cl (CH2Cl2). Yields the product ( 10 ), C(C)(=O)O[C@H]1C(O)S[C@@H]([C@H]([C@@H]1OC(C)=O)OC(C)=O)COC(C)=O (2,3,4,6-Tetra-O-acetyl-5-thio-D-glucopyranose). The yield is 54.0%. RXN SMILES: [Si](OS(C(F)(F)F)(=O)=O)(C)(C)C.[C:13]([O:16][C@@H:17]1[C@@H:27]([O:28][C:29](=[O:31])[CH3:30])[C@H:26]([O:32][C:33](=[O:35])[CH3:34])[C@@H:25]([CH2:36][O:37][C:38](=[O:40])[CH3:39])[S:24][CH:18]1[O:19][Si](C)(C)C)(=[O:15])[CH3:14].C(C1C=CC(CC2C=CC=CC=2C[Si](O[Si](CC2C=CC=CC=2CC2C=CC(CC)=CC=2)(C)C)(C)C)=CC=1)C>C(Cl)Cl>[C:13]([O:16][C@@H:17]1[C@@H:27]([O:28][C:29](=[O:31])[CH3:30])[C@H:26]([O:32][C:33](=[O:35])[CH3:34])[C@@H:25]([CH2:36][O:37][C:38](=[O:40])[CH3:39])[S:24][CH:18]1[OH:19])(=[O:15])[CH3:14]. Reported procedure: TMSOTf was added at 0° C. to a mixture of 2,3,4,6-tetra-O-acetyl-1-O-trimethylsilyl-5-thio-D-glucopyranose (5), 2-(4-ethylbenzyl)phenyltrimethylsilyl ether, MS4A and CH2Cl2. Instead of a product of interest (10), this reaction provided 2,3,4,6-tetra-O-acetyl-5-thio-D-glucopyranose (7) as a by-product in a yield of 54%. The reactants are [Sn](Cl)(Cl)(Cl)Cl (tin tetrachloride), O (water), FC1=CC=C(C(=O)CC(=O)OC)C=C1 (methyl 4-fluorobenzoylacetate), C(C(C)C)#N (isobutyronitrile). The solvent is C1(=CC=CC=C1)C (toluene), C(C)(=O)OCC (ethyl acetate). Reaction conditions: temperature 80 celsius, time 3 hour. Product: NC(=C(C(=O)OC)C(=O)C1=CC=C(C=C1)F)C(C)C (methyl 3-amino-2-[1-(4-fluorophenyl)methanoyl]-4-methylpent-2-enoate). The yield is 59.8%. As a reaction SMILES: [F:1][C:2]1[CH:14]=[CH:13][C:5]([C:6]([CH2:8][C:9]([O:11][CH3:12])=[O:10])=[O:7])=[CH:4][CH:3]=1.[C:15](#[N:19])[CH:16]([CH3:18])[CH3:17].[Sn](Cl)(Cl)(Cl)Cl.O>C1(C)C=CC=CC=1.C(OCC)(=O)C>[NH2:19][C:15]([CH:16]([CH3:18])[CH3:17])=[C:8]([C:6]([C:5]1[CH:4]=[CH:3][C:2]([F:1])=[CH:14][CH:13]=1)=[O:7])[C:9]([O:11][CH3:12])=[O:10]. Procedure: 5.00 g of methyl 4-fluorobenzoylacetate (24.2 mmol, concentration 95%) and 1.69 g of isobutyronitrile (24.2 mmol, concentration 98%) were dissolved in 25 ml of toluene and treated with 7.01 g of tin tetrachloride (26.6 mmol, concentration >99%) at room temperature after the course of 10 minutes. After 3 h at room temperature, the mixture was heated to 80° C. After 11.5 h, the suspension was again cooled to room temperature and treated with 25 ml of water. The mixture was diluted with 10 ml of et... The product is [N+](=O)([O-])C=1C=C(C=C2CCNC12)CC(=O)OC (Methyl 7-nitroindoline-5-acetate). Run in O (water), CO (methanol), O (water). Procedure: A solution of 16 (417 mg, 1.5 mmol) in a mixture of methanol (25 mL), water (5 mL) and conc. HCl (2.5 mL) was heated under reflux for 4 h. The solution was diluted with water (7 mL) and extracted with EtOAc. The combined organic phases were washed with brine, dried and evaporated to give a viscous oil. Trituration with ether and recrystallization (Et2O-hexanes) afforded 12 as red microcrystals (255 mg, 72%), mp 113-115° C.; UV: λmax (EtOH)/nm 246 (ε/M−1cm−1 16 600), 431 (5600); λmax [EtOH-25 mM ... RXN SMILES: C([N:4]1[C:12]2[C:7](=[CH:8][C:9]([CH2:16][C:17]([O:19][CH3:20])=[O:18])=[CH:10][C:11]=2[N+:13]([O-:15])=[O:14])[CH2:6][CH2:5]1)(=O)C.Cl>CO.O>[N+:13]([C:11]1[CH:10]=[C:9]([CH2:16][C:17]([O:19][CH3:20])=[O:18])[CH:8]=[C:7]2[C:12]=1[NH:4][CH2:5][CH2:6]2)([O-:15])=[O:14]. Reactants: C(C)(=O)N1CCC2=CC(=CC(=C12)[N+](=O)[O-])CC(=O)OC (Methyl 1-acetyl-7-nitroindoline-5-acetate), Cl (HCl). RXN SMILES: C([O:8][C:9]1[CH:18]=[C:17]2[C:12]([C:13]([C:30]3[CH:35]=[C:34]([O:36][CH3:37])[C:33]([O:38][CH3:39])=[C:32]([O:40][CH3:41])[CH:31]=3)=[C:14]([C:26]([O:28][CH3:29])=[O:27])[N:15]([N:20]3[CH2:25][CH2:24][O:23][CH2:22][CH2:21]3)[C:16]2=[O:19])=[CH:11][C:10]=1[O:42][CH3:43])C1C=CC=CC=1.CO>[C].[Pd].CN(C)C=O>[OH:8][C:9]1[CH:18]=[C:17]2[C:12]([C:13]([C:30]3[CH:35]=[C:34]([O:36][CH3:37])[C:33]([O:38][CH3:39])=[C:32]([O:40][CH3:41])[CH:31]=3)=[C:14]([C:26]([O:28][CH3:29])=[O:27])[N:15]([N:20]3[CH2:21][CH2:22][O:23][CH2:24][CH2:25]3)[C:16]2=[O:19])=[CH:11][C:10]=1[O:42][CH3:43] |f:2.3|. Solvent: CN(C=O)C (dimethylformamide). Reactants: C(C1=CC=CC=C1)OC1=C(C=C2C(=C(N(C(C2=C1)=O)N1CCOCC1)C(=O)OC)C1=CC(=C(C(=C1)OC)OC)OC)OC (7-benzyloxy-6-methoxy-3-methoxycarbonyl-2-morpholino-4-(3,4,5-trimethoxyphenyl)-1(2H)isoquinolinone), CO (methanol). The yield is 95.2%. Conditions: time 1.5 hour. Product: OC1=C(C=C2C(=C(N(C(C2=C1)=O)N1CCOCC1)C(=O)OC)C1=CC(=C(C(=C1)OC)OC)OC)OC (7-hydroxy-6-methoxy-3-methoxycarbonyl-2-morpholino-4-(3,4,5-trimethoxyphenyl)-1(2H)-isoquinolinone). Reagents/catalysts: [C].[Pd] (palladium-carbon). Procedure details: To the compound obtained in Example 1 (2.8 g) are added methanol (100 ml), dimethylformamide (100 ml) and palladium-carbon (100 mg), and the mixture is stirred under hydrogen atmosphere (1 atm) at room temperature for 1.5 hour. The catalyst is removed by filtration, and the filtrate is concentrated. The precipitated crystals are collected by filtration, and washed with diethyl ether to give 7-hydroxy-6-methoxy-3-methoxycarbonyl-2-morpholino-4-(3,4,5-trimethoxyphenyl)-1(2H)-isoquinolinone (2.26 g... Product: C=COc1cc(O)ccc1C(=O)c1ccccc1. Starting materials: C=COC(=O)CC, Cc1ccccc1, [Na+], [Na+], O=C([O-])[O-], O=C(c1ccccc1)c1ccc(O)cc1O, C=COc1ccc(C(=O)c2ccccc2)c(O)c1. As a reaction SMILES: [C:23]([CH2:24][CH3:29])([O:25][CH:26]=[CH2:27])=[O:28].[CH3:48][c:49]1[cH:50][cH:51][cH:52][cH:53][cH:54]1.[Na+:1].[Na+:2].[O-:3][C:4](=[O:5])[O-:6].[OH:7][c:8]1[c:9]([C:10](=[O:11])[c:12]2[cH:13][cH:14][cH:15][cH:16][cH:17]2)[cH:18][cH:19][c:20]([OH:22])[cH:21]1.[c:30]1([C:31]([c:32]2[cH:33][cH:34][c:35]([O:36][CH:37]=[CH2:38])[cH:39][c:40]2[OH:41])=[O:42])[cH:43][cH:44][cH:45][cH:46][cH:47]1>>[O:7]([c:8]1[c:9]([C:10](=[O:11])[c:12]2[cH:13][cH:14][cH:15][cH:16][cH:17]2)[cH:18][cH:19][c:20]([OH:22])[cH:21]1)[CH:23]=[CH2:24]. Reactants: OC1=C(C=CC=2C(N3C(C=NC21)CCC3)=O)C (2,3,5,11a-tetrahydro-9-hydroxy-8-methyl-1H-pyrrolo(2,1-C)(1,4)benzodiazepin-5-one), CO (methanol). Conditions: time 3 day. Yields the product OC1=C(C=CC=2C(N3C(C(NC21)OC)CCC3)=O)C (2,3,5,10,11,11a-hexahydro-9-hydroxy-11-methoxy-8-methyl-1H-pyrrolo(2,1-C)(1,4)benzodiazepin-5-one). As a reaction SMILES: [OH:1][C:2]1[C:12]2[N:11]=[CH:10][CH:9]3[CH2:13][CH2:14][CH2:15][N:8]3[C:7](=[O:16])[C:6]=2[CH:5]=[CH:4][C:3]=1[CH3:17].[CH3:18][OH:19]>>[OH:1][C:2]1[C:12]2[NH:11][CH:10]([O:19][CH3:18])[CH:9]3[CH2:13][CH2:14][CH2:15][N:8]3[C:7](=[O:16])[C:6]=2[CH:5]=[CH:4][C:3]=1[CH3:17]. Procedure: 5.5 mg of 2,3,5,11a-tetrahydro-9-hydroxy-8-methyl-1H-pyrrolo(2,1-C)(1,4)benzodiazepin-5-one was dissolved in 0.2 ml of hot methanol and allowed to stand at -20° C. for 3 days. Thus, 3.0 mg of 2,3,5,10,11,11a-hexahydro-9-hydroxy-11-methoxy-8-methyl-1H-pyrrolo(2,1-C)(1,4)benzodiazepin-5-one was obtained as a colorless crystal. Its infrared absorption spectrum just coincided with that of the product of Example 4. The reactants are COC1=C(C=C(C=C1)C1=CC=2C(=NC=CN2)N1)O (2-methoxy-5-(5H-pyrrolo[2,3-b]pyrazin-6-yl)-phenol), C([O-])([O-])=O.[Cs+].[Cs+] (cesium carbonate), ClCC(=O)OCC (ethyl chloroacetate). Run in CN(C=O)C (dimethylformamide). Conditions: temperature 50 celsius. Product: C(C)OC(COC1=C(C=CC(=C1)C1=CC=2C(=NC=CN2)N1)OC)=O ([2-Methoxy-5-(5H-pyrrolo[2,3-b]pyrazin-6-yl)-phenoxy]acetic Acid Ethyl Ester). As a reaction SMILES: [CH3:1][O:2][C:3]1[CH:8]=[CH:7][C:6]([C:9]2[NH:17][C:12]3=[N:13][CH:14]=[CH:15][N:16]=[C:11]3[CH:10]=2)=[CH:5][C:4]=1[OH:18].C(=O)([O-])[O-].[Cs+].[Cs+].Cl[CH2:26][C:27]([O:29][CH2:30][CH3:31])=[O:28]>CN(C)C=O>[CH2:30]([O:29][C:27](=[O:28])[CH2:26][O:18][C:4]1[CH:5]=[C:6]([C:9]2[NH:17][C:12]3=[N:13][CH:14]=[CH:15][N:16]=[C:11]3[CH:10]=2)[CH:7]=[CH:8][C:3]=1[O:2][CH3:1])[CH3:31] |f:1.2.3|. Procedure details: To a solution of 2-methoxy-5-(5H-pyrrolo[2,3-b]pyrazin-6-yl)-phenol [0.5 g, Example 28] in dimethylformamide (10 mL) and cesium carbonate (0.67 g) was added ethyl chloroacetate (0.025 g). The reaction mixture was heated at 50° C. overnight. After cooling, the dimethylformamide was removed in vacuo and the residue partitioned between ethyl acetate and water. The organic fraction was dried over sodium sulfate, evaporated and subjected to flash column chromatography on silica eluting with 2.5% meth...